From a dataset of the Open Reaction Database (ORD), a public repository of structured organic reaction records. describe an organic reaction: reactants, conditions, products, and yield Isolated yield 85.0%. Yields the product CC=1SC(=C(N1)C1=CC=CC=C1)C12OCC(CC1)(CC2)CCCC(=O)OC (Methyl 4-(1-(2-methyl-4-phenylthiazol-5-yl)-2-oxabicyclo[2.2.2]octan-4-yl)butanoate). The solvent is N1=CC=CC=C1 (pyridine), CCOC(=O)C (EtOAc), N1=CC=CC=C1 (pyridine). Procedure: To a mixture of zinc powder (154 mg, 2.351 mmol), anhydrous pyridine (5 mL) and methyl acrylate (0.212 ml, 2.351 mmol) at 50° C. was added NiCl2.6H2O (56 mg, 0.235 mmol). The resulting mixture was warmed to 75° C. and stirred for 2 h until its green color turned to reddish brown. After cooling to 0° C., a solution of 5-(4-(iodomethyl)-2-oxabicyclo[2.2.2]octan-1-yl)-2-methyl-4-phenylthiazole (100 mg, 0.235 mmol) in anhydrous pyridine (3 mL) was added and the reaction mixture was stirred for 2 h a... The reagents and catalysts are [Zn] (zinc). RXN SMILES: [C:1]([O:5][CH3:6])(=[O:4])[CH:2]=[CH2:3].I[CH2:8][C:9]12[CH2:16][CH2:15][C:12]([C:17]3[S:21][C:20]([CH3:22])=[N:19][C:18]=3[C:23]3[CH:28]=[CH:27][CH:26]=[CH:25][CH:24]=3)([CH2:13][CH2:14]1)[O:11][CH2:10]2>N1C=CC=CC=1.CCOC(C)=O.[Zn]>[CH3:22][C:20]1[S:21][C:17]([C:12]23[CH2:13][CH2:14][C:9]([CH2:8][CH2:3][CH2:2][C:1]([O:5][CH3:6])=[O:4])([CH2:16][CH2:15]2)[CH2:10][O:11]3)=[C:18]([C:23]2[CH:28]=[CH:27][CH:26]=[CH:25][CH:24]=2)[N:19]=1. Reactants: C(C=C)(=O)OC (methyl acrylate), NiCl2.6H2O, ICC12COC(CC1)(CC2)C2=C(N=C(S2)C)C2=CC=CC=C2 (5-(4-(iodomethyl)-2-oxabicyclo[2.2.2]octan-1-yl)-2-methyl-4-phenylthiazole). Reaction conditions: temperature 75 celsius, time 2 hour. Starting materials: O=C([O-])[O-], CC(C)(C)OC(=O)NCc1ccc(F)cc1O, CNS(=O)(=O)CCCCI, [K+], [K+], CN(C)C=O. Product: CNS(=O)(=O)CCCCOc1cc(F)ccc1CNC(=O)OC(C)(C)C. Reaction SMILES: [C:28](=[O:29])([O-:30])[O-:31].[F:1][c:2]1[cH:3][c:4]([OH:17])[c:5]([CH2:6][NH:7][C:8]([O:9][C:10]([CH3:11])([CH3:12])[CH3:13])=[O:14])[cH:15][cH:16]1.[I:18][CH2:19][CH2:20][CH2:21][CH2:22][S:23](=[O:24])(=[O:25])[NH:26][CH3:27].[K+:32].[K+:33].[O:34]=[CH:35][N:36]([CH3:37])[CH3:38]>>[F:1][c:2]1[cH:3][c:4]([O:17][CH2:19][CH2:20][CH2:21][CH2:22][S:23](=[O:24])(=[O:25])[NH:26][CH3:27])[c:5]([CH2:6][NH:7][C:8]([O:9][C:10]([CH3:11])([CH3:12])[CH3:13])=[O:14])[cH:15][cH:16]1. The reactants are FC1=C(C=C(C(=O)O)C=C1)[N+](=O)[O-] (4-fluoro-3-nitrobenzoic acid), S(=O)(Cl)Cl (thionyl chloride), BrC1=C(N)C(=CC(=C1)C(C(F)(F)F)(C(F)(F)F)F)C(F)(F)F (2-bromo-4-(perfluoropropan-2-yl)-6-(trifluoromethyl)aniline), FC1=C(C=C(C(=O)Cl)C=C1)[N+](=O)[O-] (4-fluoro-3-nitrobenzoyl chloride). Product: BrC1=C(C(=CC(=C1)C(C(F)(F)F)(C(F)(F)F)F)C(F)(F)F)NC(C1=CC(=C(C=C1)F)[N+](=O)[O-])=O (N-(2-bromo-4-(perfluoropropan-2-yl)-6-(trifluoromethyl)phenyl)-4-fluoro-3-nitrobenzamide). RXN SMILES: [F:1][C:2]1[CH:10]=[CH:9][C:5]([C:6](Cl)=[O:7])=[CH:4][C:3]=1[N+:11]([O-:13])=[O:12].FC1C=CC(C(O)=O)=CC=1[N+]([O-])=O.S(Cl)(Cl)=O.[Br:31][C:32]1[CH:38]=[C:37]([C:39]([F:48])([C:44]([F:47])([F:46])[F:45])[C:40]([F:43])([F:42])[F:41])[CH:36]=[C:35]([C:49]([F:52])([F:51])[F:50])[C:33]=1[NH2:34]>>[Br:31][C:32]1[CH:38]=[C:37]([C:39]([F:48])([C:40]([F:42])([F:43])[F:41])[C:44]([F:45])([F:47])[F:46])[CH:36]=[C:35]([C:49]([F:50])([F:51])[F:52])[C:33]=1[NH:34][C:6](=[O:7])[C:5]1[CH:9]=[CH:10][C:2]([F:1])=[C:3]([N+:11]([O-:13])=[O:12])[CH:4]=1. Procedure: According to the method of 1-3 of Example 1, a target compound was prepared from 4-fluoro-3-nitrobenzoyl chloride prepared from 4-fluoro-3-nitrobenzoic acid and thionyl chloride, and 2-bromo-4-(perfluoropropan-2-yl)-6-(trifluoromethyl)aniline obtained in 1-2 of Example 1. Starting materials: COC=1C=CC(=CC1)P2(=S)SP(=S)(S2)C=3C=CC(=CC3)OC (Lawesson's reagent), [Si](C1=CC=CC=C1)(C1=CC=CC=C1)(C(C)(C)C)OCCCCC(=O)N (5-{[tert-butyl(diphenyl)silyl]oxy}pentanamide). Run in C1=CC=CC=C1 (benzene). Conditions: time 2 hour. The product is [Si](C1=CC=CC=C1)(C1=CC=CC=C1)(C(C)(C)C)OCCCCC(N)=S (5-{[Tert-butyl(diphenyl)silyl]oxy}pentanethioamide). As a reaction SMILES: COC1C=CC(P2(SP(C3C=CC(OC)=CC=3)(=S)S2)=[S:10])=CC=1.[Si:23]([O:40][CH2:41][CH2:42][CH2:43][CH2:44][C:45]([NH2:47])=O)([C:36]([CH3:39])([CH3:38])[CH3:37])([C:30]1[CH:35]=[CH:34][CH:33]=[CH:32][CH:31]=1)[C:24]1[CH:29]=[CH:28][CH:27]=[CH:26][CH:25]=1>C1C=CC=CC=1>[Si:23]([O:40][CH2:41][CH2:42][CH2:43][CH2:44][C:45](=[S:10])[NH2:47])([C:36]([CH3:39])([CH3:38])[CH3:37])([C:30]1[CH:35]=[CH:34][CH:33]=[CH:32][CH:31]=1)[C:24]1[CH:29]=[CH:28][CH:27]=[CH:26][CH:25]=1. Procedure: Lawesson's reagent (8.19 g, 20.25 mmol) was heated to reflux in benzene (100 mL) for 1 hr. Cool to just below reflux temperature, and add a solution of 5-{[tert-butyl(diphenyl)silyl]oxy}pentanamide (7.20 g, 20.25 mmol in 50 mL benzene). Stir at room temperature for 2 hrs. Concentrate in vacuo to a chunky oil and purified via silica gel chromatography (eluent: 9:1 Hexane:Ethyl Acetate) to give the product as a yellow-green oil. Yield: 6.50 g (62%) 1H NMR (DMSO-d6) δ7.65–7.60 (m, 4H), 7.49–7.41 (m... The reactants are ClCCl, CCN(C(C)C)C(C)C, O=[N+]([O-])c1ccc2ncnc(Cl)c2c1, CC(N)c1ccccc1. The product is CC(Nc1ncnc2ccc([N+](=O)[O-])cc12)c1ccccc1. RXN SMILES: [CH2:33]([Cl:34])[Cl:35].[CH:10]([N:11]([CH:12]([CH3:13])[CH3:14])[CH2:15][CH3:16])([CH3:17])[CH3:18].[Cl:19][c:20]1[n:21][cH:22][n:23][c:24]2[cH:25][cH:26][c:27]([N+:30](=[O:31])[O-:32])[cH:28][c:29]12.[c:1]1([CH:7]([CH3:8])[NH2:9])[cH:2][cH:3][cH:4][cH:5][cH:6]1>>[c:1]1([CH:7]([CH3:8])[NH:9][c:20]2[n:21][cH:22][n:23][c:24]3[cH:25][cH:26][c:27]([N+:30](=[O:31])[O-:32])[cH:28][c:29]23)[cH:2][cH:3][cH:4][cH:5][cH:6]1. Starting materials: BrC1=C(C=C2CC3(CCC(CC3)OC)C3(N=C(C(N3)=S)C)C2=C1)F (6′-Bromo-5′-fluoro-4-methoxy-5″-methyl-3′H-dispiro[cyclohexane-1,2′-indene-1′,2″-imidazole]-4″(3″H)-thione), BrC1=C(C=C2CC3(CCC(CC3)OC)C3(N=C(C(N3)=S)C)C2=C1)F (6′-Bromo-5′-fluoro-4-methoxy-5″-methyl-3′H-dispiro[cyclohexane-1,2′-indene-1′,2″-imidazole]-4″(3″H)-thione), N (ammonia), N (ammonia). Conditions: temperature 100 celsius. The product is BrC1=C(C=C2CC3(CCC(CC3)OC)C3(N=C(C(=N3)N)C)C2=C1)F (6′-Bromo-5′-fluoro-4-methoxy-5″-methyl-3′H-dispiro[cyclohexane-1,2′-indene-1′,2″-imidazol]-4″-amine). The yield is 73.6%. As a reaction SMILES: [Br:1][C:2]1[CH:23]=[C:22]2[C:5]([CH2:6][C:7]3([C:15]42[NH:19][C:18](=S)[C:17]([CH3:21])=[N:16]4)[CH2:12][CH2:11][CH:10]([O:13][CH3:14])[CH2:9][CH2:8]3)=[CH:4][C:3]=1[F:24].[NH3:25]>>[Br:1][C:2]1[CH:23]=[C:22]2[C:5]([CH2:6][C:7]3([C:15]42[N:19]=[C:18]([NH2:25])[C:17]([CH3:21])=[N:16]4)[CH2:12][CH2:11][CH:10]([O:13][CH3:14])[CH2:9][CH2:8]3)=[CH:4][C:3]=1[F:24]. Procedure: 6′-Bromo-5′-fluoro-4-methoxy-5″-methyl-3′H-dispiro[cyclohexane-1,2′-indene-1′,2″-imidazole]-4″(3″H)-thione (Intermediate 14, 0.500 g, 1.22 mmol) and ammonia (7 M in MeOH) (16.5 mL, 115 mmol) were mixed in a MW vial. The vial was sealed and the reaction was heated at 100° C. for 30 min in a MW reactor (fixed hold time). The mixture was concentrated and the residue was dissolved in new ammonia (7 M in MeOH) (16.5 mL, 115 mmol) and heated once more at 100° C. for 30 min in a MW reactor. 4 cycles of...